This data is from the Open Reaction Database (ORD), a public repository of structured organic reaction records. The task is: describe an organic reaction: reactants, conditions, products, and yield Reaction conditions: temperature 25 celsius, time 30 minute. Procedure details: To a slurry of 3.13 g (93 mmol) of sodium hydride (60% in mineral oil) in tetrahydrofuran (150 mL) at 25° C. was added a solution of 10.0 g (85 mmol) of (S)-ethyl lactate (20) in tetrahydrofuran (50 mL) dropwise over a 30 min period under a nitrogen atmosphere. The resulting solution was then allowed to stir at 25° C. for an additional 30 min to ensure complete anion formation. To the anion was added 33.2 g (90 mmol) of tetra-n-butylammoniun iodide. A solution of 10.3 mL (93 mmol) of benzyl brom... The product is C(C1=CC=CC=C1)(=O)[C@@H](C(=O)OCC)C (Ethyl (2S)-2-benzoylpropanate). The reactants are [H-].[Na+] (sodium hydride), C([C@@H](O)C)(=O)OCC ((S)-ethyl lactate), O1CCCC1 (tetrahydrofuran), O1CCCC1 (tetrahydrofuran), C(C1=CC=CC=C1)Br (benzyl bromide), O1CCCC1 (tetrahydrofuran), [I-] (iodide). The yield is 75.0%. Reaction SMILES: [H-].[Na+].[C:3]([O:8][CH2:9][CH3:10])(=[O:7])[C@H:4]([CH3:6])O.[I-].[CH2:12](Br)[C:13]1[CH:18]=[CH:17][CH:16]=[CH:15][CH:14]=1.[O:20]1CCCC1>>[C:12]([C@H:4]([CH3:6])[C:3]([O:8][CH2:9][CH3:10])=[O:7])(=[O:20])[C:13]1[CH:18]=[CH:17][CH:16]=[CH:15][CH:14]=1 |f:0.1|.